This data is from the Open Reaction Database (ORD), a public repository of structured organic reaction records. The task is: describe an organic reaction: reactants, conditions, products, and yield Reactants: BrCCBr, CCO, COC(=O)C(Cc1ccc(O)cc1)Nc1ccccc1C(=O)c1ccccc1, [K+], [OH-]. Yields the product COC(=O)C(Cc1ccc(OCCBr)cc1)Nc1ccccc1C(=O)c1ccccc1. As a reaction SMILES: [Br:31][CH2:32][CH2:33][Br:34].[CH3:35][CH2:36][OH:37].[CH3:3][O:4][C:5]([CH:6]([CH2:7][c:8]1[cH:9][cH:10][c:11]([OH:14])[cH:12][cH:13]1)[NH:15][c:16]1[c:17]([C:22]([c:23]2[cH:24][cH:25][cH:26][cH:27][cH:28]2)=[O:29])[cH:18][cH:19][cH:20][cH:21]1)=[O:30].[K+:2].[OH-:1]>>[CH3:3][O:4][C:5]([CH:6]([CH2:7][c:8]1[cH:9][cH:10][c:11]([O:14][CH2:33][CH2:32][Br:31])[cH:12][cH:13]1)[NH:15][c:16]1[c:17]([C:22]([c:23]2[cH:24][cH:25][cH:26][cH:27][cH:28]2)=[O:29])[cH:18][cH:19][cH:20][cH:21]1)=[O:30]. Reactants: O=C1CCC(=O)N1Br, ClC(Cl)(Cl)Cl, Cc1cc(C)cc(Cl)c1, [W]. Yields the product Cc1cc(Cl)cc(CBr)c1. Reaction SMILES: [Br:10][N:11]1[C:12](=[O:13])[CH2:14][CH2:15][C:16]1=[O:17].[C:18]([Cl:19])([Cl:20])([Cl:21])[Cl:22].[Cl:1][c:2]1[cH:3][c:4]([CH3:9])[cH:5][c:6]([CH3:8])[cH:7]1.[W:23]>>[Cl:1][c:2]1[cH:3][c:4]([CH2:9][Br:10])[cH:5][c:6]([CH3:8])[cH:7]1.